Dataset: the Open Reaction Database (ORD), a public repository of structured organic reaction records. Task: describe an organic reaction: reactants, conditions, products, and yield Yields the product OCn1ccc(C(F)(F)C(F)(F)F)n1. Starting materials: CC(C)=O, FC(F)(F)C(F)(F)c1cc[nH]n1. Reaction SMILES: [CH3:13][C:14]([CH3:15])=[O:16].[F:1][C:2]([C:3]([F:4])([F:5])[F:6])([c:7]1[n:8][nH:9][cH:10][cH:11]1)[F:12]>>[F:1][C:2]([C:3]([F:4])([F:5])[F:6])([c:7]1[n:8][n:9]([CH2:14][OH:16])[cH:10][cH:11]1)[F:12].